This data is from the Open Reaction Database (ORD), a public repository of structured organic reaction records. The task is: describe an organic reaction: reactants, conditions, products, and yield The reactants are C(C1=CC=CC=C1)N(C)CCSC1=C(C(=NC=C1)CO)C (4-(2-(N-benzyl-N-methylamino)ethylthio)-2-hydroxymethyl-3-methylpyridine), S(=O)(Cl)Cl (Thionyl chloride), S(=O)(Cl)Cl (thionyl chloride). Reaction conditions: time 1.5 hour. Product: C(C1=CC=CC=C1)N(C)CCSC1=C(C(=NC=C1)CCl)C (4-(2-(N-benzyl-N-methylamino)ethylthio)-2-chloromethyl-3-methylpyridine). Reaction SMILES: [CH2:1]([N:8]([CH2:10][CH2:11][S:12][C:13]1[CH:18]=[CH:17][N:16]=[C:15]([CH2:19]O)[C:14]=1[CH3:21])[CH3:9])[C:2]1[CH:7]=[CH:6][CH:5]=[CH:4][CH:3]=1.S(Cl)([Cl:24])=O>>[CH2:1]([N:8]([CH2:10][CH2:11][S:12][C:13]1[CH:18]=[CH:17][N:16]=[C:15]([CH2:19][Cl:24])[C:14]=1[CH3:21])[CH3:9])[C:2]1[CH:7]=[CH:6][CH:5]=[CH:4][CH:3]=1. Procedure: Thionyl chloride (10 ml) was dropwise added to 4-(2-(N-benzyl-N-methylamino)ethylthio)-2-hydroxymethyl-3-methylpyridine (1.8 g) under ice-cooling and the mixture was stirred at room temperature for 1.5 hours. After the completion of the reaction, thionyl chloride was distilled away. The residue was alkali-oversaturated with potassium carbonate and extracted with chloroform. The chloroform layer was dried over anhydrous magnesium sulfate and the solvent was distilled away to give 1.7 g of 4-(2-(N... Starting materials: COc1cc([N+](=O)[O-])c(Cl)cc1C(=O)O, CN1CCc2c(N)cccc2C1. Product: COc1cc([N+](=O)[O-])c(Cl)cc1C(=O)Nc1cccc2c1CCN(C)C2. Reaction SMILES: [Cl:13][c:14]1[c:15]([N+:25](=[O:26])[O-:27])[cH:16][c:17]([O:23][CH3:24])[c:18]([C:19](=[O:20])[OH:21])[cH:22]1.[NH2:1][c:2]1[c:3]2[c:8]([cH:9][cH:10][cH:11]1)[CH2:7][N:6]([CH3:12])[CH2:5][CH2:4]2>>[NH:1]([c:2]1[c:3]2[c:8]([cH:9][cH:10][cH:11]1)[CH2:7][N:6]([CH3:12])[CH2:5][CH2:4]2)[C:19]([c:18]1[c:17]([O:23][CH3:24])[cH:16][c:15]([N+:25](=[O:26])[O-:27])[c:14]([Cl:13])[cH:22]1)=[O:20]. Starting materials: ClC(=O)OCC(C)C (Isobutyl chloroformate), CN1CCOCC1 (N-methylmorpholine), ice, N1(CCOCC1)CC#CC(=O)O (4-morpholin-4-yl-but-2-ynoic acid), BrC=1C=C(C=CC1)NC1=NC=NC2=CC=C(C=C12)N (N-(3-bromophenyl)-4,6-quinazolindiamine). Run in O1CCCC1 (tetrahydrofuran), N1=CC=CC=C1 (pyridine). Run at time 30 minute. The product is BrC=1C=C(C=CC1)NC1=NC=NC2=CC=C(C=C12)NC(C#CCN1CCOCC1)=O (4-morpholin-4-yl-but-2-ynoic acid [4-(3-bromo-phenylamino)-quinazolin-6-yl]-amide). Isolated yield 32.4%. Reaction SMILES: ClC(OCC(C)C)=O.CN1CCOCC1.[N:16]1([CH2:22][C:23]#[C:24][C:25]([OH:27])=O)[CH2:21][CH2:20][O:19][CH2:18][CH2:17]1.[Br:28][C:29]1[CH:30]=[C:31]([NH:35][C:36]2[C:45]3[C:40](=[CH:41][CH:42]=[C:43]([NH2:46])[CH:44]=3)[N:39]=[CH:38][N:37]=2)[CH:32]=[CH:33][CH:34]=1>O1CCCC1.N1C=CC=CC=1>[Br:28][C:29]1[CH:30]=[C:31]([NH:35][C:36]2[C:45]3[C:40](=[CH:41][CH:42]=[C:43]([NH:46][C:25](=[O:27])[C:24]#[C:23][CH2:22][N:16]4[CH2:17][CH2:18][O:19][CH2:20][CH2:21]4)[CH:44]=3)[N:39]=[CH:38][N:37]=2)[CH:32]=[CH:33][CH:34]=1. Procedure: Isobutyl chloroformate (0.343 g, 2.5 mmol) and N-methylmorpholine (0.322 g, 3.18 mmol) were added to an ice cold solution of 0.540 g (3.18 mmol) of 4-morpholin-4-yl-but-2-ynoic acid in 50 mL of tetrahydrofuran under nitrogen. After stirring for 30 min, a solution of 0.500 g of N-(3-bromophenyl)-4,6-quinazolindiamine in 10 mL of pyridine was added and the mixture was stirred at 0° C. for 2 hr. The reaction was then quenched with ice water, poured into saturated sodium bicarbonate, and the product... Starting materials: CC1(OB(OC1(C)C)C1=CC=C(C=C1)N)C (4-(4,4,5,5-tetramethyl-[1,3,2]dioxaborolan-2-yl)-phenylamine), C1(=CC=CC=C1)C1(CC1)C(=O)O (1-phenyl-cyclopropanecarboxylic acid). The product is CC1(OB(OC1(C)C)C1=CC=C(C=C1)NC(=O)C1(CC1)C1=CC=CC=C1)C (1-Phenyl-cyclopropanecarboxylic acid [4-(4,4,5,5-tetramethyl-[1,3,2]dioxaborolan-2-yl)-phenyl]-amide). As a reaction SMILES: [CH3:1][C:2]1([CH3:16])[C:6]([CH3:8])([CH3:7])[O:5][B:4]([C:9]2[CH:14]=[CH:13][C:12]([NH2:15])=[CH:11][CH:10]=2)[O:3]1.[C:17]1([C:23]2([C:26](O)=[O:27])[CH2:25][CH2:24]2)[CH:22]=[CH:21][CH:20]=[CH:19][CH:18]=1>>[CH3:8][C:6]1([CH3:7])[C:2]([CH3:16])([CH3:1])[O:3][B:4]([C:9]2[CH:14]=[CH:13][C:12]([NH:15][C:26]([C:23]3([C:17]4[CH:22]=[CH:21][CH:20]=[CH:19][CH:18]=4)[CH2:25][CH2:24]3)=[O:27])=[CH:11][CH:10]=2)[O:5]1. Reported procedure: Intermediate 26 was prepared in analogy to GP 5 by reaction of 4-(4,4,5,5-tetramethyl-[1,3,2]dioxaborolan-2-yl)-phenylamine with 1-phenyl-cyclopropanecarboxylic acid. Reactants: OB(O)C1=CCCC1, [Cl-], CC(C)c1cc2c(c(OS(=O)(=O)C(F)(F)F)c1C=O)C(=O)CC(C)(C)O2, [K+], [K+], [K+], [NH4+], C1COCCO1, O=P([O-])([O-])[O-], c1ccc(P(c2ccccc2)(c2ccccc2)[Pd](P(c2ccccc2)(c2ccccc2)c2ccccc2)(P(c2ccccc2)(c2ccccc2)c2ccccc2)P(c2ccccc2)(c2ccccc2)c2ccccc2)cc1. Product: CC(C)c1cc2c(c(C3=CCCC3)c1C=O)C(=O)CC(C)(C)O2. RXN SMILES: [C:27]1([B:32]([OH:33])[OH:34])=[CH:28][CH2:29][CH2:30][CH2:31]1.[Cl-:43].[F:1][C:2]([F:3])([F:4])[S:5]([O:6][c:7]1[c:8]2[c:13]([cH:14][c:15]([CH:19]([CH3:20])[CH3:21])[c:16]1[CH:17]=[O:18])[O:12][C:11]([CH3:22])([CH3:23])[CH2:10][C:9]2=[O:24])(=[O:25])=[O:26].[K+:40].[K+:41].[K+:42].[NH4+:44].[O:45]1[CH2:46][CH2:47][O:48][CH2:49][CH2:50]1.[P:35]([O-:36])([O-:37])([O-:38])=[O:39].[cH:51]1[cH:52][cH:53][c:54]([P:55]([Pd:56]([P:57]([c:58]2[cH:59][cH:60][cH:61][cH:62][cH:63]2)([c:64]2[cH:65][cH:66][cH:67][cH:68][cH:69]2)[c:70]2[cH:71][cH:72][cH:73][cH:74][cH:75]2)([P:76]([c:77]2[cH:78][cH:79][cH:80][cH:81][cH:82]2)([c:83]2[cH:84][cH:85][cH:86][cH:87][cH:88]2)[c:89]2[cH:90][cH:91][cH:92][cH:93][cH:94]2)[P:95]([c:96]2[cH:97][cH:98][cH:99][cH:100][cH:101]2)([c:102]2[cH:103][cH:104][cH:105][cH:106][cH:107]2)[c:108]2[cH:109][cH:110][cH:111][cH:112][cH:113]2)([c:114]2[cH:115][cH:116][cH:117][cH:118][cH:119]2)[c:120]2[cH:121][cH:122][cH:123][cH:124][cH:125]2)[cH:126][cH:127]1>>[c:7]1([C:27]2=[CH:28][CH2:29][CH2:30][CH2:31]2)[c:8]2[c:13]([cH:14][c:15]([CH:19]([CH3:20])[CH3:21])[c:16]1[CH:17]=[O:18])[O:12][C:11]([CH3:22])([CH3:23])[CH2:10][C:9]2=[O:24]. The reactants are C(C)(=O)NC1=CC=C(C=C1)CCC=1OC=CC1 (2-[2-(4-acetamidophenyl)ethyl]furan), C=O (formalin), Cl.CNC (dimethylamine hydrochloride). Solvent: C(C)(=O)O (acetic acid). Conditions: temperature 50 celsius, time 1 hour. Product: C(C)(=O)NC1=CC=C(C=C1)CCC=1OC(=CC1)CN(C)C (2-[2-(4-acetamidophenyl)ethyl]-5-dimethylaminomethylfuran). Reaction SMILES: [C:1]([NH:4][C:5]1[CH:10]=[CH:9][C:8]([CH2:11][CH2:12][C:13]2[O:14][CH:15]=[CH:16][CH:17]=2)=[CH:7][CH:6]=1)(=[O:3])[CH3:2].[CH2:18]=O.Cl.[CH3:21][NH:22][CH3:23]>C(O)(=O)C>[C:1]([NH:4][C:5]1[CH:10]=[CH:9][C:8]([CH2:11][CH2:12][C:13]2[O:14][C:15]([CH2:21][N:22]([CH3:18])[CH3:23])=[CH:16][CH:17]=2)=[CH:7][CH:6]=1)(=[O:3])[CH3:2] |f:2.3|. Procedure: A mixture of 2-[2-(4-acetamidophenyl)ethyl]furan (0.50 g), 37% formalin (0.26 ml) and dimethylamine hydrochloride (0.27 g) in acetic acid (5 ml) was stirred at ambient temperature for 1 hour and at 50° C. for further 1 hour. The solvent was evaporated in vacuo. The residue was mixed with saturated aqueous sodium bicarbonate and extracted with ethyl acetate. The extract was washed with water, dried over magnesium sulfate and evaporated in vacuo to give 2-[2-(4-acetamidophenyl)ethyl]-5-dimethylami... Starting materials: [Mg] (Magnesium), CC(C)(C)[S@](=O)/N=C/C1=NC=CC=C1C(F)(F)F ((S,E)-2-Methyl-N-((3-(trifluoromethyl)pyridin-2-yl)methylene)propane-2-sulfinamide), II (iodine), BrC1=CC=C(C=C1)OC (1-Bromo-4-methoxybenzene). The solvent is C1CCOC1 (THF), C1CCOC1 (THF). Run at time 5 minute. Yields the product COC1=CC=C(C=C1)[C@H](N[S@@](=O)C(C)(C)C)C1=NC=CC=C1C(F)(F)F ((S)—N—((S)-(4-methoxyphenyl)-(3-(trifluoromethyl)pyridin-2-yl)methyl)-2-methylpropane-2-sulfinamide). Reaction SMILES: [Mg].II.Br[C:5]1[CH:10]=[CH:9][C:8]([O:11][CH3:12])=[CH:7][CH:6]=1.[CH3:13][C:14]([S@@:17](/[N:19]=[CH:20]/[C:21]1[C:26]([C:27]([F:30])([F:29])[F:28])=[CH:25][CH:24]=[CH:23][N:22]=1)=[O:18])([CH3:16])[CH3:15]>C1COCC1>[CH3:12][O:11][C:8]1[CH:9]=[CH:10][C:5]([C@@H:20]([C:21]2[C:26]([C:27]([F:28])([F:30])[F:29])=[CH:25][CH:24]=[CH:23][N:22]=2)[NH:19][S@:17]([C:14]([CH3:16])([CH3:15])[CH3:13])=[O:18])=[CH:6][CH:7]=1. Procedure: Magnesium metal (0.095 g, 3.91 mmol) was activated using a crystal of iodine prior to addition of THF (1 mL). 1-Bromo-4-methoxybenzene (0.400 g, 2.139 mmol) was added, and the reaction was left without stirring for 5 minutes after which initiation was observed. Additional THF (15 mL) was added and the mixture was stirred for 2 hours. (S,E)-2-Methyl-N-((3-(trifluoromethyl)pyridin-2-yl)methylene)propane-2-sulfinamide (0.500 g, 1.797 mmol) was added, and the mixture was stirred for 10 minutes. The ... Starting materials: O=C1CCC(=O)N1Br, ClCCl, CC(C)=O, CC#N, CCCCCCC, Cc1nn(-c2cc(C3SCCCS3)c(Cl)cc2F)c(=O)n1C(F)F, [Na+], O, O=S([O-])O. The product is Cc1nn(-c2cc(C=O)c(Cl)cc2F)c(=O)n1C(F)F. RXN SMILES: [Br:25][N:26]1[C:27](=[O:29])[CH2:30][CH2:31][C:32]1=[O:28].[CH2:38]([Cl:39])[Cl:40].[CH3:41][C:42](=[O:43])[CH3:44].[CH3:45][C:46]#[N:47].[CH3:49][CH2:50][CH2:51][CH2:52][CH2:53][CH2:54][CH3:55].[Cl:1][c:2]1[cH:3][c:4]([F:24])[c:5](-[n:14]2[n:15][c:16]([CH3:23])[n:17]([CH:20]([F:21])[F:22])[c:18]2=[O:19])[cH:6][c:7]1[CH:8]1[S:9][CH2:10][CH2:11][CH2:12][S:13]1.[Na+:37].[OH2:48].[S:33](=[O:34])([OH:35])[O-:36]>>[Cl:1][c:2]1[cH:3][c:4]([F:24])[c:5](-[n:14]2[n:15][c:16]([CH3:23])[n:17]([CH:20]([F:21])[F:22])[c:18]2=[O:19])[cH:6][c:7]1[CH:8]=[O:28]. Reactants: C(C)(C)(C)OC(=O)N[C@H]([C@H](C(=S)OC(C)(C)C)O)C1=CC=CC=C1 (t-butyl (2R,3S)-3-tertbutoxycarbonylamino-2-hydroxy-3-phenylthiopropionate), C1(=CC=C(C=C1)S(=O)(=O)[O-])C.[NH+]1=CC=CC=C1 (pyridinium p-toluene sulfonate), COC(=C)C (2-methoxypropene). Solvent: C1(=CC=CC=C1)C (toluene). Reaction conditions: time 5 minute. The product is C(C)(C)(C)OC(=O)N1C(O[C@H]([C@@H]1C1=CC=CC=C1)C(=S)OC(C)(C)C)(C)C (t-butyl [(4S,5R)-N-tertbutoxycarbonyl-2,2-dimethyl-4-phenyl-1,3-oxazolidin-5-yl]thiocarboxylate). Isolated yield 1268.2%. RXN SMILES: [C:1]([O:5][C:6]([NH:8][C@@H:9]([C:19]1[CH:24]=[CH:23][CH:22]=[CH:21][CH:20]=1)[C@@H:10]([OH:18])[C:11]([O:13][C:14]([CH3:17])([CH3:16])[CH3:15])=[S:12])=[O:7])([CH3:4])([CH3:3])[CH3:2].[C:25]1(C)[CH:30]=CC(S([O-])(=O)=O)=C[CH:26]=1.[NH+]1C=CC=CC=1.COC(C)=C>C1(C)C=CC=CC=1>[C:1]([O:5][C:6]([N:8]1[C@@H:9]([C:19]2[CH:20]=[CH:21][CH:22]=[CH:23][CH:24]=2)[C@H:10]([C:11]([O:13][C:14]([CH3:17])([CH3:16])[CH3:15])=[S:12])[O:18][C:25]1([CH3:30])[CH3:26])=[O:7])([CH3:2])([CH3:3])[CH3:4] |f:1.2|. Procedure details: A solution of t-butyl (2R,3S)-3-tertbutoxycarbonylamino-2-hydroxy-3-phenylthiopropionate (0.060 g, 0.17 mmol) in toluene (8.0 ml) was treated with pyridinium p-toluene sulfonate (2.14 mg) and freshly distilled 2-methoxypropene (0.384 ml). The mixture was stirred at RT for 5 min, and at 80° C. for 4 h. After dilution with ethyl acetate (8 ml), the organic phase was washed with aqueous NaHCO3 sat. solution (3 ml), brine (2×3 ml), dried (Na2SO4), and evaporated to give a crude mixture. Purification... The reactants are C1(=CC=CC=C1)C(OC(=O)C(C(=C)C)N1C(C(C1SN1C(C=2C(C1=O)=CC=CC2)=O)NC(COC2=CC=CC=C2)=O)=O)C2=CC=CC=C2 (1-(1-diphenylmethoxycarbonyl-2-methylprop-2-enyl)-3-phenoxyacetamido-4-phthalimidothio-azetidin-2-one), BrN1C(CCC1=O)=O (N-bromosuccinimide), C(C1=CC=CC=C1)(=O)OOC(C1=CC=CC=C1)=O (benzoyl peroxide). The solvent is ClCCCl (1,2 -dichloroethane). Run at temperature 80 celsius. Product: C1(=CC=CC=C1)C(OC(=O)C(C(=C)CBr)N1C(C(C1SN1C(C=2C(C1=O)=CC=CC2)=O)NC(COC2=CC=CC=C2)=O)=O)C2=CC=CC=C2 (1-(1-diphenylmethoxycarbonyl-2-bromomethylprop-2-enyl)-3-phenoxyacetamido-4-phthalimidothio-azetidin-2-one). Isolated yield 10.0%. Reaction SMILES: [C:1]1([CH:7]([C:43]2[CH:48]=[CH:47][CH:46]=[CH:45][CH:44]=2)[O:8][C:9]([CH:11]([N:15]2[CH:18]([S:19][N:20]3[C:24](=[O:25])[C:23]4=[CH:26][CH:27]=[CH:28][CH:29]=[C:22]4[C:21]3=[O:30])[CH:17]([NH:31][C:32](=[O:41])[CH2:33][O:34][C:35]3[CH:40]=[CH:39][CH:38]=[CH:37][CH:36]=3)[C:16]2=[O:42])[C:12]([CH3:14])=[CH2:13])=[O:10])[CH:6]=[CH:5][CH:4]=[CH:3][CH:2]=1.[Br:49]N1C(=O)CCC1=O.C(OOC(=O)C1C=CC=CC=1)(=O)C1C=CC=CC=1>ClCCCl>[C:43]1([CH:7]([C:1]2[CH:6]=[CH:5][CH:4]=[CH:3][CH:2]=2)[O:8][C:9]([CH:11]([N:15]2[CH:18]([S:19][N:20]3[C:21](=[O:30])[C:22]4=[CH:29][CH:28]=[CH:27][CH:26]=[C:23]4[C:24]3=[O:25])[CH:17]([NH:31][C:32](=[O:41])[CH2:33][O:34][C:35]3[CH:36]=[CH:37][CH:38]=[CH:39][CH:40]=3)[C:16]2=[O:42])[C:12]([CH2:14][Br:49])=[CH2:13])=[O:10])[CH:48]=[CH:47][CH:46]=[CH:45][CH:44]=1. Reported procedure: A mixture of 5.6 g (8 mmoles) of 1-(1-diphenylmethoxycarbonyl-2-methylprop-2-enyl)-3-phenoxyacetamido-4-phthalimidothio-azetidin-2-one, 2.8 g (16 mmoles) of N-bromosuccinimide, 150 mg of benzoyl peroxide and 350 ml of 1,2 -dichloroethane was heated in the dark under nitrogen at 80° C for 2.5 hours. After washing with water, drying and concentrating of the reaction mixture, n-hexane was added to the residue to obtain 3 g of crude material which was chromatographed with silica gel [toluene-ethyl a...